Dataset: the Open Reaction Database (ORD), a public repository of structured organic reaction records. Task: describe an organic reaction: reactants, conditions, products, and yield The reactants are C(#N)NC(=N)NC1=CC(=C(C=C1)Cl)Cl (N1 -cyano-N3 -(3,4-dichlorophenyl)-guanidine), Cl.C1OC=2C=C(CN)C=CC2O1 (3,4-methylenedioxybenzylamine hydrochloride). Yields the product Cl.ClC=1C=C(C=CC1Cl)NC(=N)NC(=N)NCC1=CC2=C(C=C1)OCO2 (N1 -(3,4-dichlorophenyl)-N5 -(3,4-methylenedioxybenzyl)-biguanide hydrochloride). The yield is 139.6%. Reaction SMILES: [C:1]([NH:3][C:4]([NH:6][C:7]1[CH:12]=[CH:11][C:10]([Cl:13])=[C:9]([Cl:14])[CH:8]=1)=[NH:5])#[N:2].Cl.[CH2:16]1[O:26][C:25]2[CH:24]=[CH:23][C:20]([CH2:21][NH2:22])=[CH:19][C:18]=2[O:17]1>>[ClH:13].[Cl:14][C:9]1[CH:8]=[C:7]([NH:6][C:4]([NH:3][C:1]([NH:22][CH2:21][C:20]2[CH:23]=[CH:24][C:25]3[O:26][CH2:16][O:17][C:18]=3[CH:19]=2)=[NH:2])=[NH:5])[CH:12]=[CH:11][C:10]=1[Cl:13] |f:1.2,3.4|. Procedure: Using 21.5 g of N1 -cyano-N3 -(3,4-dichlorophenyl)-guanidine and 18.8 g of 3,4-methylenedioxybenzylamine hydrochloride, 27.3 g of the captioned compound was obtained by operating the same manner as in Example 1. RXN SMILES: [NH2:1][CH2:2][C:3]1[N:7]=[C:6]([C:8]2[N:9]=[CH:10][N:11]3[C:17]4[CH:18]=[CH:19][C:20]([F:22])=[CH:21][C:16]=4[C:15](=[O:23])[N:14]([CH3:24])[CH2:13][C:12]=23)[O:5][N:4]=1.C(N(C(C)C)C(C)C)C.Br[CH2:35][C:36]1[C:37]([CH2:42]Br)=[CH:38][CH:39]=[CH:40][CH:41]=1.C(Cl)[Cl:45]>>[ClH:45].[F:22][C:20]1[CH:19]=[CH:18][C:17]2[N:11]3[CH:10]=[N:9][C:8]([C:6]4[O:5][N:4]=[C:3]([CH2:2][N:1]5[CH2:42][C:37]6[C:36](=[CH:41][CH:40]=[CH:39][CH:38]=6)[CH2:35]5)[N:7]=4)=[C:12]3[CH2:13][N:14]([CH3:24])[C:15](=[O:23])[C:16]=2[CH:21]=1 |f:4.5|. Reaction conditions: time 5 hour. Product: Cl.FC=1C=CC2=C(C(N(CC=3N2C=NC3C3=NC(=NO3)CN3CC2=CC=CC=C2C3)C)=O)C1 (8-fluoro-3-(3-isoindolin-2-ylmethyl-1,2,4-oxadiazol-5-yl)-5-methyl-5,6-dihydro-4H-imidazo[1,5-a][1,4]benzodiazepin-6-one hydrochloride). The yield is 32.0%. Starting materials: C(C)N(C(C)C)C(C)C (N-ethyldiisopropylamine), BrCC=1C(=CC=CC1)CBr (α,α'-dibromo-o-xylene), NCC1=NOC(=N1)C=1N=CN2C1CN(C(C1=C2C=CC(=C1)F)=O)C (3-(3-aminomethyl-1,2,4-oxadiazol-5-yl)-8-fluoro-5-methyl-5,6-dihydro-4H-imidazo[1,5-a][1,4]benzodiazepin-6-one), C(Cl)Cl (methylene chloride). Procedure: A suspension of 328 mg (1.0 mmol) of 3-(3-aminomethyl-1,2,4-oxadiazol-5-yl)-8-fluoro-5-methyl-5,6-dihydro-4H-imidazo[1,5-a][1,4]benzodiazepin-6-one in 5 ml of methylene chloride was treated under argon with 0.38 ml (2.2 mmol) of N-ethyldiisopropylamine and 317 mg (1.2 mmol) of α,α'-dibromo-o-xylene and stirred at room temperature under argon for 5 hrs. The solution was washed once with 5 ml of water, dried with sodium sulfate, filtered and evaporated. The crude product was purified by chromatogr... Reactants: [BH4-], COc1ccc(C(=O)N2CCC(N(Cc3ccnc4ccccc34)C(=O)C(F)(F)F)CC2Cc2ccccc2)cc1, [Na+]. Yields the product COc1ccc(C(=O)N2CCC(NCc3ccnc4ccccc34)CC2Cc2ccccc2)cc1. RXN SMILES: [BH4-:42].[CH2:1]([c:2]1[cH:3][cH:4][cH:5][cH:6][cH:7]1)[CH:8]1[N:9]([C:32]([c:33]2[cH:34][cH:35][c:36]([O:39][CH3:40])[cH:37][cH:38]2)=[O:41])[CH2:10][CH2:11][CH:12]([N:14]([C:15](=[O:16])[C:17]([F:18])([F:19])[F:20])[CH2:21][c:22]2[cH:23][cH:24][n:25][c:26]3[cH:27][cH:28][cH:29][cH:30][c:31]23)[CH2:13]1.[Na+:43]>>[CH2:1]([c:2]1[cH:3][cH:4][cH:5][cH:6][cH:7]1)[CH:8]1[N:9]([C:32]([c:33]2[cH:34][cH:35][c:36]([O:39][CH3:40])[cH:37][cH:38]2)=[O:41])[CH2:10][CH2:11][CH:12]([NH:14][CH2:21][c:22]2[cH:23][cH:24][n:25][c:26]3[cH:27][cH:28][cH:29][cH:30][c:31]23)[CH2:13]1. The reactants are O=C([O-])[O-], CC1CN(C(=O)OC(C)(C)C)C(C)CN1, CN1CCN(C)C1=O, CC#N, [Cs+], [Cs+], N#Cc1ccc(F)cc1F, O. The product is CC1CN(c2ccc(C#N)c(F)c2)C(C)CN1C(=O)OC(C)(C)C. Reaction SMILES: [C:26](=[O:27])([O-:28])[O-:29].[CH3:1][CH:2]1[N:3]([C:9](=[O:10])[O:11][C:12]([CH3:13])([CH3:14])[CH3:15])[CH2:4][CH:5]([CH3:8])[NH:6][CH2:7]1.[CH3:33][N:34]1[CH2:35][CH2:36][N:37]([CH3:38])[C:39]1=[O:40].[CH3:41][C:42]#[N:43].[Cs+:30].[Cs+:31].[F:16][c:17]1[c:18]([C:19]#[N:20])[cH:21][cH:22][c:23]([F:25])[cH:24]1.[OH2:32]>>[CH3:1][CH:2]1[N:3]([C:9](=[O:10])[O:11][C:12]([CH3:13])([CH3:14])[CH3:15])[CH2:4][CH:5]([CH3:8])[N:6]([c:23]2[cH:22][cH:21][c:18]([C:19]#[N:20])[c:17]([F:16])[cH:24]2)[CH2:7]1. The reactants are C[N+](C)(C)Cc1ccccc1, CC(=O)c1ccccc1, ClCCl, O=I(=O)Cl, O=I(=O)Cl, O=I(=O)Cl, O=I(=O)Cl. The product is O=C(CCl)c1ccccc1. As a reaction SMILES: [CH2:26]([N+:27]([CH3:28])([CH3:29])[CH3:30])[c:31]1[cH:32][cH:33][cH:34][cH:35][cH:36]1.[CH3:1][C:2](=[O:3])[c:4]1[cH:5][cH:6][cH:7][cH:8][cH:9]1.[Cl:37][CH2:38][Cl:39].[I:10](=[O:11])(=[O:12])[Cl:13].[I:14]([Cl:15])(=[O:16])=[O:17].[I:18]([Cl:19])(=[O:20])=[O:21].[I:22]([Cl:23])(=[O:24])=[O:25]>>[CH2:1]([C:2](=[O:3])[c:4]1[cH:5][cH:6][cH:7][cH:8][cH:9]1)[Cl:13]. Reactants: FC(CNC(=O)C1(C2=CC=CC=C2C=2C=CC=CC12)CCCCBr)(F)F (9-(4-bromo-butyl)-9H-fluorene-9-carboxylic acid-(2,2,2-trifluoroethyl)-amide), C1(=CC=CC=C1)N1CCNCC1 (1-phenylpiperazine), C([O-])([O-])=O.[K+].[K+] (potassium carbonate), O (water). Run in CN(C=O)C (dimethylformamide). Conditions: temperature 80 celsius, time 10 hour. The product is FC(CNC(=O)C1(C2=CC=CC=C2C=2C=CC=CC12)CCCCN1CCN(CC1)C1=CC=CC=C1)(F)F (9-[4-(4-phenyl-piperazin-1-yl)-butyl)-9H-fluorene-9-carboxylic acid-(2,2,2-trifluoro-ethyl)-amide). RXN SMILES: [F:1][C:2]([F:26])([F:25])[CH2:3][NH:4][C:5]([C:7]1([CH2:20][CH2:21][CH2:22][CH2:23]Br)[C:19]2[CH:18]=[CH:17][CH:16]=[CH:15][C:14]=2[C:13]2[C:8]1=[CH:9][CH:10]=[CH:11][CH:12]=2)=[O:6].[C:27]1([N:33]2[CH2:38][CH2:37][NH:36][CH2:35][CH2:34]2)[CH:32]=[CH:31][CH:30]=[CH:29][CH:28]=1.C(=O)([O-])[O-].[K+].[K+].O>CN(C)C=O>[F:1][C:2]([F:26])([F:25])[CH2:3][NH:4][C:5]([C:7]1([CH2:20][CH2:21][CH2:22][CH2:23][N:36]2[CH2:37][CH2:38][N:33]([C:27]3[CH:32]=[CH:31][CH:30]=[CH:29][CH:28]=3)[CH2:34][CH2:35]2)[C:19]2[CH:18]=[CH:17][CH:16]=[CH:15][C:14]=2[C:13]2[C:8]1=[CH:9][CH:10]=[CH:11][CH:12]=2)=[O:6] |f:2.3.4|. Reported procedure: A suspension of 0.4 g (0.93 mmol) of 9-(4-bromo-butyl)-9H-fluorene-9-carboxylic acid-(2,2,2-trifluoroethyl)-amide, 0.153 ml (1 mmol) of 1-phenylpiperazine, 0.8 g of potassium carbonate and 1 ml water in 30 ml dimethylformamide is stirred for 10 hours at 80° C. The reaction mixture is then poured onto water, extracted with ethyl acetate and the organic phase is dried over sodium sulphate. Purification is by column chromatography on silica gel (eluant: dichloromethane/methanol=15:1). The reactants are O=C([O-])[O-], CC(C)CC(=O)c1ccc(Cl)nc1, FC(F)(F)c1cn[nH]c1, [K+], [K+], CN(C)C=O. Yields the product CC(C)CC(=O)c1ccc(-n2cc(C(F)(F)F)cn2)nc1. As a reaction SMILES: [C:23](=[O:24])([O-:25])[O-:26].[Cl:1][c:2]1[cH:3][cH:4][c:5]([C:8]([CH2:9][CH:10]([CH3:11])[CH3:12])=[O:13])[cH:6][n:7]1.[F:14][C:15]([c:16]1[cH:17][n:18][nH:19][cH:20]1)([F:21])[F:22].[K+:27].[K+:28].[O:29]=[CH:30][N:31]([CH3:32])[CH3:33]>>[c:2]1(-[n:18]2[cH:17][c:16]([C:15]([F:14])([F:21])[F:22])[cH:20][n:19]2)[cH:3][cH:4][c:5]([C:8]([CH2:9][CH:10]([CH3:11])[CH3:12])=[O:13])[cH:6][n:7]1. Reactants: C(C(O)C)(=O)OC (racemic methyl lactate), C(C1=CC=CC=C1)Cl (benzyl chloride), CC(C)([O-])C.[Na+] (Sodium tertiary butoxide). Run in CN(C=O)C (dimethyl formamide). Reaction conditions: temperature 30 celsius, time 6 hour. Yields the product C(C1=CC=CC=C1)OC(C(=O)OC)C (methyl 2-(benzyloxy)propanoate). RXN SMILES: [C:1]([O:6][CH3:7])(=[O:5])[CH:2]([CH3:4])[OH:3].[CH2:8](Cl)[C:9]1[CH:14]=[CH:13][CH:12]=[CH:11][CH:10]=1.CC(C)([O-])C.[Na+]>CN(C)C=O>[CH2:8]([O:3][CH:2]([CH3:4])[C:1]([O:6][CH3:7])=[O:5])[C:9]1[CH:14]=[CH:13][CH:12]=[CH:11][CH:10]=1 |f:2.3|. Procedure: To a pre-cooled solution of racemic methyl lactate (200 g) in dimethyl formamide (400 ml) at 0-10° C., added benzyl chloride (218.8 g). Sodium tertiary butoxide (224.6 g) was added to the reaction mixture at 0-10° C. and stirred for 6 hours at 25-35° C. After completion of the reaction, the reaction mixture was quenched with water and extracted with toluene. The toluene layer was washed with water followed by 10% sodium chloride solution. The obtained toluene layer containing title compound was ...